This data is from the Open Reaction Database (ORD), a public repository of structured organic reaction records. The task is: describe an organic reaction: reactants, conditions, products, and yield The reactants are COC(=O)C1C=C(OS(=O)(=O)C(F)(F)F)CN1C(=O)OC(C)(C)C, CC1(C)OB(c2ccc(-c3nc4ccc(C5(c6ccccc6)CC5)nc4s3)c(F)c2)OC1(C)C, [K+], [K+], [K+], CN(C)C=O, O=P([O-])([O-])[O-]. Yields the product COC(=O)C1C=C(c2ccc(-c3nc4ccc(C5(c6ccccc6)CC5)nc4s3)c(F)c2)CN1C(=O)OC(C)(C)C. As a reaction SMILES: [F:43][C:44]([F:45])([F:46])[S:47]([O:48][C:49]1=[CH:50][CH:51]([C:61](=[O:62])[O:63][CH3:64])[N:52]([C:54](=[O:55])[O:56][C:57]([CH3:58])([CH3:59])[CH3:60])[CH2:53]1)(=[O:65])=[O:66].[F:9][c:10]1[c:11](-[c:25]2[s:26][c:27]3[n:28][c:29]([C:34]4([c:37]5[cH:38][cH:39][cH:40][cH:41][cH:42]5)[CH2:35][CH2:36]4)[cH:30][cH:31][c:32]3[n:33]2)[cH:12][cH:13][c:14]([B:16]2[O:17][C:18]([CH3:19])([CH3:20])[C:21]([CH3:22])([CH3:23])[O:24]2)[cH:15]1.[K+:6].[K+:7].[K+:8].[O:67]=[CH:68][N:69]([CH3:70])[CH3:71].[P:1]([O-:2])([O-:3])([O-:4])=[O:5]>>[F:9][c:10]1[c:11](-[c:25]2[s:26][c:27]3[n:28][c:29]([C:34]4([c:37]5[cH:38][cH:39][cH:40][cH:41][cH:42]5)[CH2:35][CH2:36]4)[cH:30][cH:31][c:32]3[n:33]2)[cH:12][cH:13][c:14]([C:49]2=[CH:50][CH:51]([C:61](=[O:62])[O:63][CH3:64])[N:52]([C:54](=[O:55])[O:56][C:57]([CH3:58])([CH3:59])[CH3:60])[CH2:53]2)[cH:15]1. The reactants are OC1=CC=C(C=O)C=C1 (4-Hydroxybenzaldehyde), C1(CCCCC1)CBr (cyclohexylmethylbromide), CO (methanol), C([O-])([O-])=O.[K+].[K+] (potassium carbonate). Run in O (water). Yields the product C1(CCCCC1)COC1=CC=C(C=O)C=C1 (4-cyclohexylmethoxybenzaldehyde). Reaction SMILES: [OH:1][C:2]1[CH:9]=[CH:8][C:5]([CH:6]=[O:7])=[CH:4][CH:3]=1.[CH:10]1([CH2:16]Br)[CH2:15][CH2:14][CH2:13][CH2:12][CH2:11]1.CO.C(=O)([O-])[O-].[K+].[K+]>O>[CH:10]1([CH2:16][O:1][C:2]2[CH:9]=[CH:8][C:5]([CH:6]=[O:7])=[CH:4][CH:3]=2)[CH2:15][CH2:14][CH2:13][CH2:12][CH2:11]1 |f:3.4.5|. Reported procedure: 4-Hydroxybenzaldehyde (244 g) and 354 g of cyclohexylmethylbromide were added to 1 liter of methanol containing 414 g of anhydrous potassium carbonate (3.0M). The mixture was heated to reflux temperature overnight after which it was poured into cold water and extracted with ethyl acetate. The extracts were dried and evaporated in vacuo to yield the desired subtitled intermediate. The reactants are ClC1=NC=CC(=N1)CC(=O)C1=CC=C(C=C1)F (2-(2-chloro-4-pyrimidinyl)-1-(4-fluorophenyl)ethanone), COC(N(C)C)OC (dimethylformamide dimethyl acetal). Run at time 8 hour. Product: ClC1=NC=CC(=N1)/C(/C(=O)C1=CC=C(C=C1)F)=C\N(C)C ((E)-2-(2-chloro-4-pyrimidinyl)-3-(dimethylamino)-1-(4-fluorophenyl)-2-propen-1-one). As a reaction SMILES: [Cl:1][C:2]1[N:7]=[C:6]([CH2:8][C:9]([C:11]2[CH:16]=[CH:15][C:14]([F:17])=[CH:13][CH:12]=2)=[O:10])[CH:5]=[CH:4][N:3]=1.CO[CH:20](OC)[N:21]([CH3:23])[CH3:22]>>[Cl:1][C:2]1[N:7]=[C:6](/[C:8](=[CH:20]\[N:21]([CH3:23])[CH3:22])/[C:9]([C:11]2[CH:16]=[CH:15][C:14]([F:17])=[CH:13][CH:12]=2)=[O:10])[CH:5]=[CH:4][N:3]=1. Procedure details: A mixture of the compound prepared in step 2 (4.7 g, 0.017 mol) in 100 mL of dimethylformamide dimethyl acetal was stirred at room temperature overnight. Excess dimethylformamide dimethyl acetal was removed under vacuum to give 4.5 g of crude product as a thick brown oil, which was used without further purification. Starting materials: COCCOCCOC, O=C=Nc1ccccc1Cl, Nc1cc(Nc2cccc(Cl)c2)ncn1. The product is O=C(Nc1cc(Nc2cccc(Cl)c2)ncn1)Nc1ccccc1Cl. As a reaction SMILES: [CH3:26][O:27][CH2:28][CH2:29][O:30][CH2:31][CH2:32][O:33][CH3:34].[Cl:16][c:17]1[c:18]([N:23]=[C:24]=[O:25])[cH:19][cH:20][cH:21][cH:22]1.[Cl:1][c:2]1[cH:3][c:4]([NH:8][c:9]2[n:10][cH:11][n:12][c:13]([NH2:15])[cH:14]2)[cH:5][cH:6][cH:7]1>>[Cl:1][c:2]1[cH:3][c:4]([NH:8][c:9]2[n:10][cH:11][n:12][c:13]([NH:15][C:24]([NH:23][c:18]3[c:17]([Cl:16])[cH:22][cH:21][cH:20][cH:19]3)=[O:25])[cH:14]2)[cH:5][cH:6][cH:7]1. Reactants: C12C(C(C(CC1)C2)=O)=O (bicyclo[2.2.1]heptane-2,3-dione), COP(OC)(=O)CC(=O)C1=C(C=C(C=C1)F)C ([2-(4-Fluoro-2-methyl-phenyl)-2-oxo-ethyl]-phosphonic acid dimethyl ester), O.NN (hydrazine monohydrate). Product: FC1=CC(=C(C=C1)C=1N=NC=2C3CCC(C2C1)C3)C ((1SR,8RS)-5-(4-Fluoro-2-methyl-phenyl)-3,4-diaza-tricyclo[6.2.1.02,7]undeca-2(7),3,5-triene). RXN SMILES: [CH:1]12[CH2:7][CH:4]([CH2:5][CH2:6]1)[C:3](=O)[C:2]2=O.COP([CH2:16][C:17]([C:19]1[CH:24]=[CH:23][C:22]([F:25])=[CH:21][C:20]=1[CH3:26])=O)(=O)OC.O.[NH2:28][NH2:29]>>[F:25][C:22]1[CH:23]=[CH:24][C:19]([C:17]2[N:28]=[N:29][C:2]3[CH:1]4[CH2:7][CH:4]([C:3]=3[CH:16]=2)[CH2:5][CH2:6]4)=[C:20]([CH3:26])[CH:21]=1 |f:2.3|. Procedure details: yellow oil. MS (EI): 254.2 (M+). Prepared from bicyclo[2.2.1]heptane-2,3-dione, [2-(4-Fluoro-2-methyl-phenyl)-2-oxo-ethyl]-phosphonic acid dimethyl ester, hydrazine monohydrate. Reactants: CC(C)N1CCN(CCC1)C1=CC(=C(C=C1)[N+](=O)[O-])OC (1-(1-methylethyl)-4-[3-(methyloxy)-4-nitrophenyl]hexahydro-1H-1,4-diazepine), NiCl2-6H2O, [BH4-].[Na+] (NaBH4). Run in C1CCOC1 (THF), CO (MeOH). Yields the product CC(C)N1CCN(CCC1)C1=CC(=C(N)C=C1)OC (4-[4-(1-methylethyl)hexahydro-1H-1,4-diazepin-1-yl]-2-(methyloxy)aniline). Yield: 71.9%. RXN SMILES: [CH3:1][CH:2]([N:4]1[CH2:10][CH2:9][CH2:8][N:7]([C:11]2[CH:16]=[CH:15][C:14]([N+:17]([O-])=O)=[C:13]([O:20][CH3:21])[CH:12]=2)[CH2:6][CH2:5]1)[CH3:3].[BH4-].[Na+]>C1COCC1.CO>[CH3:3][CH:2]([N:4]1[CH2:10][CH2:9][CH2:8][N:7]([C:11]2[CH:16]=[CH:15][C:14]([NH2:17])=[C:13]([O:20][CH3:21])[CH:12]=2)[CH2:6][CH2:5]1)[CH3:1] |f:1.2|. Reported procedure: 1-(1-methylethyl)-4-[3-(methyloxy)-4-nitrophenyl]hexahydro-1H-1,4-diazepine (0.565 g, 1.92 mmol) was suspended in 5 mL THF and 10 mL MeOH. NiCl2-6H2O (138 mg, 0.576 mmol) was added followed by slow addition of NaBH4 (218 mg, 5.76 mmol). The reaction mixture was adsorbed on SiO2 and purified via column chromatography to afford 4-[4-(1-methylethyl)hexahydro-1H-1,4-diazepin-1-yl]-2-(methyloxy)aniline (364 mg, 1.38 mmol). 1H NMR (400 MHz, DMSO-d6)δ ppm 0.89-1.06 (m, 6 H) 1.71-1.88 (m, 2 H) 2.69 (br.... The reactants are CI (methyl iodide), IC=1C=CC(=NC1)NC(=S)N (N-(5-iodopyridin-2-yl)thiourea), COC1=C(CN)C(=CC=C1)OC (2,6-dimethoxybenzylamine). Solvent: CO (methanol), CO (methanol). Conditions: temperature 75 celsius. Yields the product COC1=C(CNC(=N)NC2=NC=C(C=C2)I)C(=CC=C1)OC (N-(2,6-dimethoxybenzyl)-N′-(5-iodopyridin-2-yl)guanidine). The yield is 835.9%. Reaction SMILES: [I:1][C:2]1[CH:3]=[CH:4][C:5]([NH:8][C:9]([NH2:11])=S)=[N:6][CH:7]=1.CI.[CH3:14][O:15][C:16]1[CH:23]=[CH:22][CH:21]=[C:20]([O:24][CH3:25])[C:17]=1[CH2:18][NH2:19]>CO>[CH3:25][O:24][C:20]1[CH:21]=[CH:22][CH:23]=[C:16]([O:15][CH3:14])[C:17]=1[CH2:18][NH:19][C:9]([NH:8][C:5]1[CH:4]=[CH:3][C:2]([I:1])=[CH:7][N:6]=1)=[NH:11]. Procedure: 2.019 g (7.233 mmol) N-(5-iodopyridin-2-yl)thiourea was dissolved in 50 mL methanol, 0.60 mL (9.553 mmol) methyl iodide in 2 mL methanol was added dropwise, and the mixture was heated for 2.7 hr at 75° C. (oil bath temperature). The solvent was removed under vacuum, and the intermediate product was redissolved in 50 mL ethanol. 1.870 g (0.736 mmol) 2,6-dimethoxybenzylamine was added to the reaction mixture and heated for 2.25 hr at 90° C. (oil bath temperature). The solvent was then evaporated u...